This data is from the Open Reaction Database (ORD), a public repository of structured organic reaction records. The task is: describe an organic reaction: reactants, conditions, products, and yield Reactants: COC1=CC=C(C2=C1OC1=C2C=CC=C1)C1(CC=2C(NC=NC2CC1)=O)C#N (6-(4-Methoxydibenzo[b,d]furan-1-yl)-4-oxo-3,4,5,6,7,8-hexahydroquinazoline-6-carbonitrile), C([O-])([O-])=O.[Cs+].[Cs+] (cesium carbonate), IC (iodomethane). Run in CN(C)C=O (DMF). Run at time 1 hour. The product is COC1=CC=C(C2=C1OC1=C2C=CC=C1)C1(CC=2C(N(C=NC2CC1)C)=O)C#N (6-(4-Methoxydibenzo[b,d]furan-1-yl)-3-methyl-4-oxo-3,4,5,6,7,8-hexahydroquinazoline-6-carbonitrile). Isolated yield 51.9%. Reaction SMILES: [CH3:1][O:2][C:3]1[C:8]2[O:9][C:10]3[CH:15]=[CH:14][CH:13]=[CH:12][C:11]=3[C:7]=2[C:6]([C:16]2([C:27]#[N:28])[CH2:25][CH2:24][C:23]3[N:22]=[CH:21][NH:20][C:19](=[O:26])[C:18]=3[CH2:17]2)=[CH:5][CH:4]=1.[C:29](=O)([O-])[O-].[Cs+].[Cs+].IC>CN(C=O)C>[CH3:1][O:2][C:3]1[C:8]2[O:9][C:10]3[CH:15]=[CH:14][CH:13]=[CH:12][C:11]=3[C:7]=2[C:6]([C:16]2([C:27]#[N:28])[CH2:25][CH2:24][C:23]3[N:22]=[CH:21][N:20]([CH3:29])[C:19](=[O:26])[C:18]=3[CH2:17]2)=[CH:5][CH:4]=1 |f:1.2.3|. Procedure: To a well stirred slurry of compound obtained in example 13 (75 mg, 0.2 mmol) and cesium carbonate (73 mg, 0.22 mmol) in dry DMF (5 ml) was added iodomethane (36.92 mg, 0.26 mol) and the mixture was allowed to stir for 1 hr at room temperature under nitrogen atmosphere. The reaction mixture was quenched with ice water (50 ml), and then extracted with ethyl acetate (50 ml). The organic layer was washed with water followed by brine and dried over sodium sulfate. The organic layer was concentrated ... The reactants are O=C1CCC(=O)N1Br, ClCCl, OCCCc1ccc(OC(F)(F)F)cc1, c1ccc(P(c2ccccc2)c2ccccc2)cc1. The product is FC(F)(F)Oc1ccc(CCCBr)cc1. RXN SMILES: [Br:35][N:36]1[C:37](=[O:38])[CH2:39][CH2:40][C:41]1=[O:42].[CH2:43]([Cl:44])[Cl:45].[F:1][C:2]([O:3][c:4]1[cH:5][cH:6][c:7]([CH2:10][CH2:11][CH2:12][OH:13])[cH:8][cH:9]1)([F:14])[F:15].[c:16]1([P:17]([c:18]2[cH:19][cH:20][cH:21][cH:22][cH:23]2)[c:24]2[cH:25][cH:26][cH:27][cH:28][cH:29]2)[cH:30][cH:31][cH:32][cH:33][cH:34]1>>[F:1][C:2]([O:3][c:4]1[cH:5][cH:6][c:7]([CH2:10][CH2:11][CH2:12][Br:35])[cH:8][cH:9]1)([F:14])[F:15]. Reactants: FC=1C=C(COC2=CC=C(C=C2)N)C=CC1 (4-(3-fluoro-benzyloxy)-phenylamine), FC1=CC=C(COC2=CC=C(C=C2)[N+](=O)[O-])C=C1 (4-(4-fluoro-benzyloxy)-nitrobenzene). Product: FC1=CC=C(COC2=CC=C(C=C2)N)C=C1 (4-(4-Fluoro-benzyloxy)-phenylamine). Isolated yield 100.0%. Reaction SMILES: FC1C=C(C=CC=1)COC1C=CC(N)=CC=1.[F:17][C:18]1[CH:34]=[CH:33][C:21]([CH2:22][O:23][C:24]2[CH:29]=[CH:28][C:27]([N+:30]([O-])=O)=[CH:26][CH:25]=2)=[CH:20][CH:19]=1>>[F:17][C:18]1[CH:34]=[CH:33][C:21]([CH2:22][O:23][C:24]2[CH:29]=[CH:28][C:27]([NH2:30])=[CH:26][CH:25]=2)=[CH:20][CH:19]=1. Procedure: Prepared in analogy to 4-(3-fluoro-benzyloxy)-phenylamine, by hydrogenation of 4-(4-fluoro-benzyloxy)-nitrobenzene. Yield: 100% of a slightly red solid. MS: m/e=218.2 (M++H). Reactants: C1C(CCC2=CC=CC=C12)=O (2-tetralone), NCCCN1CCN(CC1)C (1-(3-aminopropyl)-4-methylpiperazine), [BH4-].[Na+] (NaBH4). Reagents/catalysts: CC([O-])C.[Ti+4].CC([O-])C.CC([O-])C.CC([O-])C (titanium (IV) isopropoxide). Solvent: CO (MeOH). Run at temperature 80 celsius, time 30 minute. Product: CN1CCN(CC1)CCCNC1CC2=CC=CC=C2CC1 ([3-(4-methyl-piperazin-1-yl)-propyl]-(1,2,3,4-tetrahydro-naphthalen-2-yl)-amine). The yield is 66.4%. RXN SMILES: [CH2:1]1[C:10]2[C:5](=[CH:6][CH:7]=[CH:8][CH:9]=2)[CH2:4][CH2:3][C:2]1=O.[NH2:12][CH2:13][CH2:14][CH2:15][N:16]1[CH2:21][CH2:20][N:19]([CH3:22])[CH2:18][CH2:17]1.[BH4-].[Na+]>CO.CC(C)[O-].[Ti+4].CC(C)[O-].CC(C)[O-].CC(C)[O-]>[CH3:22][N:19]1[CH2:20][CH2:21][N:16]([CH2:15][CH2:14][CH2:13][NH:12][CH:2]2[CH2:3][CH2:4][C:5]3[C:10](=[CH:9][CH:8]=[CH:7][CH:6]=3)[CH2:1]2)[CH2:17][CH2:18]1 |f:2.3,5.6.7.8.9|. Procedure details: A neat mixture of 2-tetralone (0.552 g, 3.78 mmol), 1-(3-aminopropyl)-4-methylpiperazine (0.713 g, 4.54 mmol, 1.2 eq), and titanium (IV) isopropoxide (1.44 g, 5.67 mmol, 1.5 eq) was heated at 80° C. for 3 hours. The mixture was cooled to 0° C., diluted with 5 mL of MeOH, and then treated with NaBH4 (0.143 g, 3.78 mmol, 1 eq, adding portionwise). The resulting mixture was stirred at 0° C. for 30 min and then at room temperature for 12 hours. The reaction mixture was concentrated in vacuo, treated... Starting materials: ClCC1=CC=C(C=C1)NC(=O)C=1CCOC2=C(C1)C=C(C=C2)C2=CC=C(C=C2)OCC (N-(4-chloromethylphenyl)-7-(4-ethoxyphenyl)-2,3-dihydro-1-benzoxepine-4-carboxamide), CN(C1CCOCC1)C (N,N-dimethyl-N-tetrahydropyran-4-ylamine), C(C)(=O)OCC (ethyl acetate). The solvent is CN(C)C=O (DMF). Reaction conditions: time 14 hour. The product is [Cl-].C(C)OC1=CC=C(C=C1)C=1C=CC2=C(C=C(CCO2)C(=O)NC2=CC=C(C[N+](C3CCOCC3)(C)C)C=C2)C1 (N-(4-(((7-(4-ethoxyphenyl)-2,3-dihydro-1-benzoxepin-4-yl)carbonyl)amino)benzyl)-N,N-dimethyl-N-(4-tetrahydropyranyl)ammonium chloride). Isolated yield 41.8%. As a reaction SMILES: [Cl:1][CH2:2][C:3]1[CH:8]=[CH:7][C:6]([NH:9][C:10]([C:12]2[CH2:13][CH2:14][O:15][C:16]3[CH:22]=[CH:21][C:20]([C:23]4[CH:28]=[CH:27][C:26]([O:29][CH2:30][CH3:31])=[CH:25][CH:24]=4)=[CH:19][C:17]=3[CH:18]=2)=[O:11])=[CH:5][CH:4]=1.[CH3:32][N:33]([CH3:40])[CH:34]1[CH2:39][CH2:38][O:37][CH2:36][CH2:35]1.C(OCC)(=O)C>CN(C=O)C>[Cl-:1].[CH2:30]([O:29][C:26]1[CH:27]=[CH:28][C:23]([C:20]2[CH:21]=[CH:22][C:16]3[O:15][CH2:14][CH2:13][C:12]([C:10]([NH:9][C:6]4[CH:5]=[CH:4][C:3]([CH2:2][N+:33]([CH3:40])([CH3:32])[CH:34]5[CH2:39][CH2:38][O:37][CH2:36][CH2:35]5)=[CH:8][CH:7]=4)=[O:11])=[CH:18][C:17]=3[CH:19]=2)=[CH:24][CH:25]=1)[CH3:31] |f:4.5|. Reported procedure: To a solution of N-(4-chloromethylphenyl)-7-(4-ethoxyphenyl)-2,3-dihydro-1-benzoxepine-4-carboxamide (2.38 g) in DMF (20 ml) was added N,N-dimethyl-N-tetrahydropyran-4-ylamine (1.42 g) at room temperature, and the mixture was stirred for 14 hours. To the reaction mixture was added ethyl acetate (100 ml) to precipitate crystals, which were collected by filtration. The crystal was washed with ethyl acetate to give crude product as pale yellow crystals, which were recrystallized from ethanol to giv... Reactants: CC(=O)c1ccccc1, Cc1ccccc1, [Cl-], [Cl-], CC(N)c1ccc(Cl)cc1, O, [Zn+2]. The product is CC(=NC(C)c1ccc(Cl)cc1)c1ccccc1. As a reaction SMILES: [CH3:11][C:12](=[O:13])[c:14]1[cH:15][cH:16][cH:17][cH:18][cH:19]1.[CH3:21][c:22]1[cH:23][cH:24][cH:25][cH:26][cH:27]1.[Cl-:28].[Cl-:30].[Cl:1][c:2]1[cH:3][cH:4][c:5]([CH:8]([CH3:9])[NH2:10])[cH:6][cH:7]1.[OH2:20].[Zn+2:29]>>[Cl:1][c:2]1[cH:3][cH:4][c:5]([CH:8]([CH3:9])[N:10]=[C:12]([CH3:11])[c:14]2[cH:15][cH:16][cH:17][cH:18][cH:19]2)[cH:6][cH:7]1. The reactants are CCO, [Cl-], O=C(Nc1nc2ccc(Oc3ccc([N+](=O)[O-])cc3F)cc2s1)C1CC1, [Fe], [NH4+]. Product: Nc1ccc(Oc2ccc3nc(NC(=O)C4CC4)sc3c2)c(F)c1. As a reaction SMILES: [CH3:29][CH2:30][OH:31].[Cl-:27].[F:1][c:2]1[c:3]([O:4][c:5]2[cH:6][c:7]3[c:8]([n:9][c:10]([NH:12][C:13](=[O:14])[CH:15]4[CH2:16][CH2:17]4)[s:11]3)[cH:18][cH:19]2)[cH:20][cH:21][c:22]([N+:24]([O-:25])=[O:26])[cH:23]1.[Fe:32].[NH4+:28]>>[F:1][c:2]1[c:3]([O:4][c:5]2[cH:6][c:7]3[c:8]([n:9][c:10]([NH:12][C:13](=[O:14])[CH:15]4[CH2:16][CH2:17]4)[s:11]3)[cH:18][cH:19]2)[cH:20][cH:21][c:22]([NH2:24])[cH:23]1.